Dataset: the Open Reaction Database (ORD), a public repository of structured organic reaction records. Task: describe an organic reaction: reactants, conditions, products, and yield Reactants: O=C([O-])[O-], COc1cc2c(cc1Br)N(C(C)=O)CC2, CC1CNCC(C)N1, [Cs+], [Cs+], CC(=O)[O-], CC(=O)[O-], [Pd+2], c1ccc(P(c2ccccc2)c2ccc3ccccc3c2-c2c(P(c3ccccc3)c3ccccc3)ccc3ccccc23)cc1. The product is COc1cc2c(cc1N1CC(C)NC(C)C1)N(C(C)=O)CC2. Reaction SMILES: [C:47](=[O:48])([O-:49])[O-:50].[C:53]([CH3:54])(=[O:55])[N:56]1[CH2:57][CH2:58][c:59]2[cH:60][c:61]([O:66][CH3:67])[c:62]([Br:65])[cH:63][c:64]21.[CH3:68][CH:69]1[NH:70][CH:71]([CH3:75])[CH2:72][NH:73][CH2:74]1.[Cs+:51].[Cs+:52].[O-:77][C:78]([CH3:79])=[O:80].[O-:81][C:82]([CH3:83])=[O:84].[Pd+2:76].[c:1]1([P:2]([c:3]2[cH:4][cH:5][cH:6][cH:7][cH:8]2)[c:9]2[cH:10][cH:11][c:12]3[c:13]([cH:14][cH:15][cH:16][cH:17]3)[c:18]2-[c:19]2[c:20]3[c:21]([cH:22][cH:23][cH:24][cH:25]3)[cH:26][cH:27][c:28]2[P:29]([c:30]2[cH:31][cH:32][cH:33][cH:34][cH:35]2)[c:36]2[cH:37][cH:38][cH:39][cH:40][cH:41]2)[cH:42][cH:43][cH:44][cH:45][cH:46]1>>[C:53]([CH3:54])(=[O:55])[N:56]1[CH2:57][CH2:58][c:59]2[cH:60][c:61]([O:66][CH3:67])[c:62]([N:73]3[CH2:72][CH:71]([CH3:75])[NH:70][CH:69]([CH3:68])[CH2:74]3)[cH:63][c:64]21. Reactants: C(C1=CC=CC=C1)SC=1NC(C=2NCN(C2N1)C(C1=CC=CC=C1)(C1=CC=CC=C1)C1=CC=CC=C1)=O (2-Benzylthio-9-trityl-1,7-dihydro-6H-purin-6-one), [OH-].[Na+] (sodium hydroxide), CI (methyliodide). Run in O1CCCC1 (tetrahydrofuran). Conditions: temperature 50 celsius, time 30 minute. The product is C(C1=CC=CC=C1)SC=1N(C(C=2NCN(C2N1)C(C1=CC=CC=C1)(C1=CC=CC=C1)C1=CC=CC=C1)=O)C (2-Benzylthio-1-methyl-9-trityl-1,7-dihydro-6H-purin-6-one). As a reaction SMILES: [CH2:1]([S:8][C:9]1[NH:10][C:11](=[O:37])[C:12]2[NH:13][CH2:14][N:15]([C:18]([C:31]3[CH:36]=[CH:35][CH:34]=[CH:33][CH:32]=3)([C:25]3[CH:30]=[CH:29][CH:28]=[CH:27][CH:26]=3)[C:19]3[CH:24]=[CH:23][CH:22]=[CH:21][CH:20]=3)[C:16]=2[N:17]=1)[C:2]1[CH:7]=[CH:6][CH:5]=[CH:4][CH:3]=1.[OH-].[Na+].[CH3:40]I>O1CCCC1>[CH2:1]([S:8][C:9]1[N:10]([CH3:40])[C:11](=[O:37])[C:12]2[NH:13][CH2:14][N:15]([C:18]([C:25]3[CH:26]=[CH:27][CH:28]=[CH:29][CH:30]=3)([C:19]3[CH:24]=[CH:23][CH:22]=[CH:21][CH:20]=3)[C:31]3[CH:36]=[CH:35][CH:34]=[CH:33][CH:32]=3)[C:16]=2[N:17]=1)[C:2]1[CH:7]=[CH:6][CH:5]=[CH:4][CH:3]=1 |f:1.2|. Reported procedure: After 500 mg (0.10 mmol) of Compound o obtained in Reference Example 14 was dissolved in 20 ml of tetrahydrofuran, 0.08 g (0.20 mmol) of 60% sodium hydroxide was added to the solution under ice cooling. After 30 minutes, 0.125 ml (0.20 mmol) of methyliodide was added, and the mixture was stirred for 2 hours at 50° C. The solvent was evaporated under reduced pressure, and water was added to the residue. The mixture was extracted with chloroform, and the extract was washed with a saturated aqueous...